From a dataset of the Open Reaction Database (ORD), a public repository of structured organic reaction records. describe an organic reaction: reactants, conditions, products, and yield The reactants are C(C)N(C(CCC(C1=CC=C(C=C1)NS(=O)(=O)C)=O)=O)CCCCCC(C)O (N-ethyl-N-(6-hydroxyheptyl)-γ-oxo-4-((methanesulfonyl)amino)benzenebutanamide), ice, C(=O)([O-])C(O)C(O)C(=O)[O-].[K+].[Na+] (sodium potassium tartrate), O (water), ice, [H-].[H-].[H-].[H-].[Li+].[Al+3] (LiAlH4), ice. Procedure: A solution of the product from Step IV (1.34 g, 3.28 mmol) in THF (25 ml) was added during 45 minutes under nitrogen, to an ice cold, stirred suspension of LiAlH4 (0.31 g, 8.2 mmol) in THF (10 ml). The mixture was kept in the ice bath for 90 minutes and then treated cautiously with a solution of saturated aqueous sodium potassium tartrate (6.5 ml) and water (6.5 ml). The mixture was stirred for 90 minutes in the ice bath and then extracted with EtOAc. The extract was washed with brine, dried (Mg... Run in C1CCOC1 (THF), C1CCOC1 (THF). The product is C(C)N(CCCC(O)C1=CC=C(C=C1)NS(=O)(=O)C)CCCCCC(C)O (N-(4-(4-(Ethyl(6-hydroxyheptyl)amino)-1-hydroxybutyl)phenyl)methanesulfonamide). Isolated yield 54.8%. Reaction SMILES: [CH2:1]([N:3]([CH2:21][CH2:22][CH2:23][CH2:24][CH2:25][CH:26]([OH:28])[CH3:27])[C:4](=O)[CH2:5][CH2:6][C:7](=[O:19])[C:8]1[CH:13]=[CH:12][C:11]([NH:14][S:15]([CH3:18])(=[O:17])=[O:16])=[CH:10][CH:9]=1)[CH3:2].[H-].[H-].[H-].[H-].[Li+].[Al+3].C(C(C(C([O-])=O)O)O)([O-])=O.[K+].[Na+].O>C1COCC1>[CH2:1]([N:3]([CH2:21][CH2:22][CH2:23][CH2:24][CH2:25][CH:26]([OH:28])[CH3:27])[CH2:4][CH2:5][CH2:6][CH:7]([C:8]1[CH:13]=[CH:12][C:11]([NH:14][S:15]([CH3:18])(=[O:16])=[O:17])=[CH:10][CH:9]=1)[OH:19])[CH3:2] |f:1.2.3.4.5.6,7.8.9|. Starting materials: COC1CCNCC1N(C(=O)OC(C)(C)C)C(=O)OC(C)(C)C, CCOC(C)=O, CCN(C(C)C)C(C)C, O=[N+]([O-])c1cnccc1Cl. The product is COC1CCN(c2ccncc2[N+](=O)[O-])CC1N(C(=O)OC(C)(C)C)C(=O)OC(C)(C)C. As a reaction SMILES: [C:1]([CH3:2])([CH3:3])([CH3:4])[O:5][C:6](=[O:7])[N:8]([CH:9]1[CH2:10][NH:11][CH2:12][CH2:13][CH:14]1[O:15][CH3:16])[C:17](=[O:18])[O:19][C:20]([CH3:21])([CH3:22])[CH3:23].[CH3:43][CH2:44][O:45][C:46]([CH3:47])=[O:48].[CH:34]([N:35]([CH2:36][CH3:37])[CH:38]([CH3:39])[CH3:40])([CH3:41])[CH3:42].[Cl:24][c:25]1[c:26]([N+:31](=[O:32])[O-:33])[cH:27][n:28][cH:29][cH:30]1>>[C:1]([CH3:2])([CH3:3])([CH3:4])[O:5][C:6](=[O:7])[N:8]([CH:9]1[CH2:10][N:11]([c:25]2[c:26]([N+:31](=[O:32])[O-:33])[cH:27][n:28][cH:29][cH:30]2)[CH2:12][CH2:13][CH:14]1[O:15][CH3:16])[C:17](=[O:18])[O:19][C:20]([CH3:21])([CH3:22])[CH3:23]. The reactants are BrCC(C(=O)OCC)=O (Ethyl 3-bromo-2-oxopropanoate), N1(C=NC=C1)C1=NC(=CC(=N1)C1N(CCC1C(N)=S)C(=O)OC(C)(C)C)C (tert-butyl 2-(2-(1 H-imidazol-1-yl)-6-methylpyrimidin-4-yl)-3-carbamothioylpyrrolidine-1-carboxylate), C([O-])(O)=O.[Na+] (Sodium bicarbonate). The solvent is C(Cl)Cl (DCM). Reaction conditions: temperature 100 celsius. The product is C(C)OC(=O)C=1N=C(SC1)C1C(N(CC1)C(=O)OC(C)(C)C)C1=NC(=NC(=C1)C)N1C=NC=C1 (2-[1-tert-butoxycarbonyl-2-(2-imidazol-1-yl-6-methyl-pyrimidin-4-yl)-pyrrolidin-3-yl]-thiazole-4-carboxylic acid ethyl ester). Isolated yield 57.6%. Reaction SMILES: Br[CH2:2][C:3](=O)[C:4]([O:6][CH2:7][CH3:8])=[O:5].[N:10]1([C:15]2[N:20]=[C:19]([CH:21]3[CH:25]([C:26](=[S:28])[NH2:27])[CH2:24][CH2:23][N:22]3[C:29]([O:31][C:32]([CH3:35])([CH3:34])[CH3:33])=[O:30])[CH:18]=[C:17]([CH3:36])[N:16]=2)[CH:14]=[CH:13][N:12]=[CH:11]1.C(=O)(O)[O-].[Na+]>C(Cl)Cl>[CH2:7]([O:6][C:4]([C:3]1[N:27]=[C:26]([CH:25]2[CH2:24][CH2:23][N:22]([C:29]([O:31][C:32]([CH3:35])([CH3:34])[CH3:33])=[O:30])[CH:21]2[C:19]2[CH:18]=[C:17]([CH3:36])[N:16]=[C:15]([N:10]3[CH:14]=[CH:13][N:12]=[CH:11]3)[N:20]=2)[S:28][CH:2]=1)=[O:5])[CH3:8] |f:2.3|. Procedure: Ethyl 3-bromo-2-oxopropanoate (350 mg, 1.79 mmol) was added to a solution of tert-butyl 2-(2-(1 H-imidazol-1-yl)-6-methylpyrimidin-4-yl)-3-carbamothioylpyrrolidine-1-carboxylate (700 mg, 1.80 mmol) in DCM (20 mL) at rt under an atmosphere of N2. The reaction mixture was heated to 100° C. for 2 h then cooled to rt. Sodium bicarbonate (20 mL, sat. aq.) was added and the mixture extracted with DCM (2×20 mL). The combined organic layers were dried over Na2SO4, filtered and concentrated. The residue ... The reactants are furo[2,3-g][1,4]benzodioxine 8,3-indol, Cl.FC(C=1C(=NC=CC1)CO)(F)F ((3-(trifluoromethyl)pyridin-2-yl)methanol hydrochloride), N1C(C2(C3=CC=CC=C13)COC1=C2C=CC=2OCCOC21)=O (2,3-dihydrospiro[furo[2,3-f][1,4]benzodioxine-7,3′-indol]-2′(1′H)-one), Cl.CO (methanol hydrochloride). The product is FC(C=1C(=NC=CC1)CN1C([C@]2(C3=CC=CC=C13)COC1=CC3=C(OCCO3)C=C12)=O)F ((8S)-1′-{[3-(difluoromethyl)pyridin-2-yl]methyl}-2,3-dihydrospiro[furo[2,3-g][1,4]benzodioxine-8,3′-indol]-2′(1′H)-one). As a reaction SMILES: [NH:1]1[C:9]2[C:4](=[CH:5][CH:6]=[CH:7][CH:8]=2)[C:3]2([C:13]3[CH:14]=[CH:15][C:16]4[O:17][CH2:18][CH2:19][O:20][C:21]=4[C:12]=3[O:11][CH2:10]2)[C:2]1=[O:22].Cl.CO.Cl.[F:27][C:28](F)([F:37])[C:29]1[C:30]([CH2:35]O)=[N:31][CH:32]=[CH:33][CH:34]=1>>[F:27][CH:28]([F:37])[C:29]1[C:30]([CH2:35][N:1]2[C:9]3[C:4](=[CH:5][CH:6]=[CH:7][CH:8]=3)[C@@:3]3([C:13]4[C:12](=[CH:21][C:16]5[O:17][CH2:18][CH2:19][O:20][C:15]=5[CH:14]=4)[O:11][CH2:10]3)[C:2]2=[O:22])=[N:31][CH:32]=[CH:33][CH:34]=1 |f:1.2,3.4|. Procedure details: Following the procedure as described in EXAMPLE 11.78 and making non-critical variations using (8S)-2,3-dihydrospiro[furo[2,3-g][1,4]benzodioxine-8,3-indol]-2′(1′H)-one to replace 2,3-dihydrospiro[furo[2,3-f][1,4]benzodioxine-7,3′-indol]-2′(1′H)-one, and 3-(difluoromethyl)pyridin-2-yl]methanol hydrochloride to replace (3-(trifluoromethyl)pyridin-2-yl)methanol hydrochloride, (8S)-1′-{[3-(difluoromethyl)pyridin-2-yl]methyl}-2,3-dihydrospiro[furo[2,3-g][1,4]benzodioxine-8,3′-indol]-2′(1′H)-one was ... Run in ClC1=C(C=CC=C1)Cl (o-dichlorobenzene). Yields the product ClC1=CC=C(C=C1)C1(OC(=O)C2=CC=CC=C12)C1=C(C=CC=C1)CN(C)C (3-(4-chlorophenyl)-3-(2-dimethylaminomethyl phenyl) phthalide). The reactants are ClC1=CC=C(C=C1)C(C=1C(=CC=CC1)C(=O)NC)(O)C1=C(C=CC=C1)CN(C)C (α-(4-chlorophenyl)-α-(2-dimethylaminomethyl phenyl)-α-hydroxy-N-metyl-o-toluamide). RXN SMILES: [Cl:1][C:2]1[CH:7]=[CH:6][C:5]([C:8]([C:20]2[CH:25]=[CH:24][CH:23]=[CH:22][C:21]=2[CH2:26][N:27]([CH3:29])[CH3:28])([OH:19])[C:9]2[C:10]([C:15](NC)=[O:16])=[CH:11][CH:12]=[CH:13][CH:14]=2)=[CH:4][CH:3]=1>ClC1C=CC=CC=1Cl>[Cl:1][C:2]1[CH:3]=[CH:4][C:5]([C:8]2([C:20]3[CH:25]=[CH:24][CH:23]=[CH:22][C:21]=3[CH2:26][N:27]([CH3:29])[CH3:28])[C:9]3[C:10](=[CH:11][CH:12]=[CH:13][CH:14]=3)[C:15](=[O:16])[O:19]2)=[CH:6][CH:7]=1. Procedure: A mixture of 40.8 g. (0.1 mole of α-(4-chlorophenyl)-α-(2-dimethylaminomethyl phenyl)-α-hydroxy-N-metyl-o-toluamide and 200 ml. o-dichlorobenzene is refluxed for 20 hours, cooled and the solvent is removed in vacuo. The residue is triturated with ether and the resulting solid is recrystallized from ether-methylene chloride (1:1) to give 3-(4-chlorophenyl)-3-(2-dimethylaminomethyl phenyl) phthalide; m.p. 138.5° - 140°C.